describe an organic reaction: reactants, conditions, products, and yield From a dataset of the Open Reaction Database (ORD), a public repository of structured organic reaction records. Reactants: O (water), BrC1=C(C(=CC=C1)F)C=C (1-bromo-3-fluoro-2-vinylbenzene), C(CCC)[Li] (n-butyllithium), CN(C=O)C (N,N-dimethylformamide), O (water). Solvent: C1CCOC1 (THF). Reaction conditions: temperature -78 celsius, time 60 minute. Yields the product FC=1C(=C(C=O)C=CC1)C=C (3-fluoro-2-vinylbenzaldehyde). RXN SMILES: Br[C:2]1[CH:7]=[CH:6][CH:5]=[C:4]([F:8])[C:3]=1[CH:9]=[CH2:10].C([Li])CCC.CN(C)[CH:18]=[O:19].O>C1COCC1>[F:8][C:4]1[C:3]([CH:9]=[CH2:10])=[C:2]([CH:7]=[CH:6][CH:5]=1)[CH:18]=[O:19]. Reported procedure: To a solution of 1-bromo-3-fluoro-2-vinylbenzene (900 mg) in THF (40 ml) was added dropwise, at −78° C., n-butyllithium (3.4 ml 1.6 M/hexane). After 60 minutes, N,N-dimethylformamide (0.69 ml) was added dropwise at −78° C. After stirring at −78° C. for 60 minutes, the reaction mixture was admixed with water and then warmed to room temperature. Then the mixture was admixed with water and extracted with ethyl acetate. The combined organic phases were dried over sodium sulphate and concentrated. Pu... Starting materials: C1=CC=CC=2CN(CC3=C(C21)C=CC=C3)C#N (5,7-dihydro-6H-dibenz[c,e]azepine-6-carbonitrile), C(C)[S-].[Na+] (sodium ethanethiolate). The solvent is C(C)S (ethanethiol). Product: C1=CC=CC=2CN(CC3=C(C21)C=CC=C3)C(=N)SCC (ethyl 5,7-dihydro-6H-dibenz[c,e]azepine-6-thiocarboximidate). RXN SMILES: [CH:1]1[C:11]2[C:10]3[CH:12]=[CH:13][CH:14]=[CH:15][C:9]=3[CH2:8][N:7]([C:16]#[N:17])[CH2:6][C:5]=2[CH:4]=[CH:3][CH:2]=1.[CH2:18]([S-:20])[CH3:19].[Na+]>C(S)C>[CH:1]1[C:11]2[C:10]3[CH:12]=[CH:13][CH:14]=[CH:15][C:9]=3[CH2:8][N:7]([C:16]([S:20][CH2:18][CH3:19])=[NH:17])[CH2:6][C:5]=2[CH:4]=[CH:3][CH:2]=1 |f:1.2|. Reported procedure: starting from 5,7-dihydro-6H-dibenz[c,e]azepine-6-carbonitrile and sodium ethanethiolate in ethanethiol there is obtained ethyl 5,7-dihydro-6H-dibenz[c,e]azepine-6-thiocarboximidate and therefrom with hydrochloric acid in alcohol there is obtained the hydrochloride, m.p. 220° C. (with decomposition); Reactants: CCC(Oc1ccc(C(=C2CC(C)(C)CC(C)(C)C2)c2ccc(F)cc2)cc1)C(=O)[O-], C1CCOC1, CCO, Cl, [Na+], [OH-]. The product is CC1(C)CC(=C(c2ccc(F)cc2)c2ccc(OCC(=O)O)cc2)CC(C)(C)C1. Reaction SMILES: [CH2:1]([CH3:2])[CH:3]([C:4](=[O:5])[O-:6])[O:7][c:8]1[cH:9][cH:10][c:11]([C:14](=[C:15]2[CH2:16][C:17]([CH3:23])([CH3:24])[CH2:18][C:19]([CH3:21])([CH3:22])[CH2:20]2)[c:25]2[cH:26][cH:27][c:28]([F:31])[cH:29][cH:30]2)[cH:12][cH:13]1.[CH2:35]1[O:36][CH2:37][CH2:38][CH2:39]1.[CH3:40][CH2:41][OH:42].[ClH:34].[Na+:33].[OH-:32]>>[CH2:3]([C:4](=[O:5])[OH:6])[O:7][c:8]1[cH:9][cH:10][c:11]([C:14](=[C:15]2[CH2:16][C:17]([CH3:23])([CH3:24])[CH2:18][C:19]([CH3:21])([CH3:22])[CH2:20]2)[c:25]2[cH:26][cH:27][c:28]([F:31])[cH:29][cH:30]2)[cH:12][cH:13]1. Reactants: O (water), C1(O)=CC(O)=CC=C1 (resorcinol), CS(=O)(=O)O (methanesulfonic acid), C(C)OC(C(C(C)=O)CC1=C(C(=NC=C1)NC(C)=O)F)=O (2-[(2-acetylamino-3-fluoropyridin-4-yl)methyl]-3-oxobutanoic acid ethyl ester), crystals, O (Water). The solvent is C(C)O (ethanol), C(C)O (ethanol), C(C)(=O)OCC (ethyl acetate). Run at time 16 hour. Product: CS(=O)(=O)O.FC=1C(=NC=CC1CC=1C(OC2=C(C1C)C=CC(=C2)O)=O)N (3-(3-fluoro-2-aminopyridin-4-ylmethyl)-7-hydroxy-4-methyl-2-oxo-2H-1-benzopyran methanesulfonate). The yield is 60.9%. RXN SMILES: [CH2:1]([O:3][C:4](=[O:21])[CH:5]([CH2:9][C:10]1[CH:15]=[CH:14][N:13]=[C:12]([NH:16]C(=O)C)[C:11]=1[F:20])[C:6](=O)[CH3:7])[CH3:2].[C:22]1(C=C[CH:27]=[C:25](O)[CH:24]=1)[OH:23].[CH3:30][S:31]([OH:34])(=[O:33])=[O:32].O>C(OCC)(=O)C.C(O)C>[CH3:30][S:31]([OH:34])(=[O:33])=[O:32].[F:20][C:11]1[C:12]([NH2:16])=[N:13][CH:14]=[CH:15][C:10]=1[CH2:9][C:5]1[C:4](=[O:21])[O:3][C:1]2[CH:2]=[C:22]([OH:23])[CH:24]=[CH:25][C:27]=2[C:6]=1[CH3:7] |f:6.7|. Procedure details: Under a nitrogen atmosphere, the oily product of step 3 (2.70 g) was dissolved in ethyl acetate (5.47 mL), resorcinol (1.32 g, 12.0 mmol) and methanesulfonic acid (8.20 mL, 126 mmol) were added while stirring at room temperature, and after warming to 50° C., the mixture was stirred for 4 hours. The reaction mixture was cooled to room temperature and allowed to stand for 16 hours, water (2.7 mL) was then added, and the mixture was stirred at 80° C. for 7 hours. The reaction mixture was again cool... Reactants: ClC=1C=CC=2C(=C3C(=NC2C1)C(NNC3=O)=O)O (7-chloro-2,3-dihydro-10-hydroxypyridazino[4,5-b]quinoline-1,4-dione), C(CCC1=CC=CC=C1)(=O)Cl (hydrocinnamoyl chloride). Run in O (water), N1=CC=CC=C1 (pyridine). Run at time 2 hour. The product is ClC=1C=CC=2C(=C3C(=NC2C1)C(NN=C3OC(CCC3=CC=CC=C3)=O)=O)O (7-Chloro-10-hydroxy-1-(3-phenylpropionyloxy)pyridazino[4,5-b]quinolin-4(3H)-one). Reaction SMILES: [Cl:1][C:2]1[CH:3]=[CH:4][C:5]2[C:6]([OH:18])=[C:7]3[C:15](=[O:16])[NH:14][NH:13][C:12](=[O:17])[C:8]3=[N:9][C:10]=2[CH:11]=1.[C:19](Cl)(=[O:28])[CH2:20][CH2:21][C:22]1[CH:27]=[CH:26][CH:25]=[CH:24][CH:23]=1>N1C=CC=CC=1.O>[Cl:1][C:2]1[CH:3]=[CH:4][C:5]2[C:6]([OH:18])=[C:7]3[C:15]([O:16][C:19](=[O:28])[CH2:20][CH2:21][C:22]4[CH:27]=[CH:26][CH:25]=[CH:24][CH:23]=4)=[N:14][NH:13][C:12](=[O:17])[C:8]3=[N:9][C:10]=2[CH:11]=1. Procedure: A mixture of 7-chloro-2,3-dihydro-10-hydroxypyridazino[4,5-b]quinoline-1,4-dione (0.60 g, 2.3 mM), as prepared in Example 2, and hydrocinnamoyl chloride (1.15 g, 6.84 mM) in pyridine (9 mL) was refluxed for 1 hr. Upon cooling to room temperature, the solution solidified. After 2 hr at room temperature, the mixture was diluted with water (60 mL) and the solids broken up with a glass rod to provide a free-flowing aqueous suspension which was stirred for 1 hr. The solids were collected, washed with... Reactants: CN1CCC(=O)CC1, CC(C)C(C)c1cc(O)cc(O)c1, CC(=O)O, Cl. Product: CC(C)C(C)c1cc(O)c(C2=CCN(C)CC2)c(O)c1, Cl. As a reaction SMILES: [CH3:14][N:15]1[CH2:16][CH2:17][C:18](=[O:21])[CH2:19][CH2:20]1.[CH3:1][CH:2]([CH:3]([CH3:4])[CH3:5])[c:6]1[cH:7][c:8]([OH:13])[cH:9][c:10]([OH:11])[cH:12]1.[CH3:23][C:24](=[O:25])[OH:26].[ClH:22]>>[CH3:1][CH:2]([CH:3]([CH3:4])[CH3:5])[c:6]1[cH:7][c:8]([OH:13])[c:9]([C:18]2=[CH:17][CH2:16][N:15]([CH3:14])[CH2:20][CH2:19]2)[c:10]([OH:11])[cH:12]1.[ClH:22].